This data is from the Open Reaction Database (ORD), a public repository of structured organic reaction records. The task is: describe an organic reaction: reactants, conditions, products, and yield Yields the product CCC(CC)(c1ccc(C=CC(O)(C(F)(F)F)C(F)(F)F)c(C)c1)c1ccc(OS(=O)(=O)C(F)(F)F)c(C)c1. RXN SMILES: [CH2:8]([CH3:9])[C:10]([CH2:11][CH3:12])([c:13]1[cH:14][c:15]([CH3:34])[c:16]([CH:19]=[CH:20][C:21]([C:22]([F:23])([F:24])[F:25])([C:26]([F:27])([F:28])[F:29])[O:30][CH2:31][O:32][CH3:33])[cH:17][cH:18]1)[c:35]1[cH:36][c:37]([CH3:49])[c:38]([O:41][S:42](=[O:43])(=[O:44])[C:45]([F:46])([F:47])[F:48])[cH:39][cH:40]1.[Cl:50][CH2:51][Cl:52].[OH:1][C:2]([C:3]([F:4])([F:5])[F:6])=[O:7]>>[CH2:8]([CH3:9])[C:10]([CH2:11][CH3:12])([c:13]1[cH:14][c:15]([CH3:34])[c:16]([CH:19]=[CH:20][C:21]([C:22]([F:23])([F:24])[F:25])([C:26]([F:27])([F:28])[F:29])[OH:30])[cH:17][cH:18]1)[c:35]1[cH:36][c:37]([CH3:49])[c:38]([O:41][S:42](=[O:43])(=[O:44])[C:45]([F:46])([F:47])[F:48])[cH:39][cH:40]1. Reactants: CCC(CC)(c1ccc(C=CC(OCOC)(C(F)(F)F)C(F)(F)F)c(C)c1)c1ccc(OS(=O)(=O)C(F)(F)F)c(C)c1, ClCCl, O=C(O)C(F)(F)F.